From a dataset of the Open Reaction Database (ORD), a public repository of structured organic reaction records. describe an organic reaction: reactants, conditions, products, and yield Starting materials: N1=C(C=CC=C1)C1=NOC(=C1C(F)(F)F)C1=NC(=NO1)C1=CC=C(CN2CC(C2)C(=O)O)C=C1 (1-(4-(5-(3-(pyridin-2-yl)-4-(trifluoromethyl)isoxazol-5-yl)-1,2,4-oxadiazol-3-yl)benzyl)azetidine-3-carboxylic acid), C=1C=CC2=C(C1)N=NN2O (HOBt), Cl.C(C)N=C=NCCCN(C)C (N1-((ethylimino)methylene)-N3,N3-dimethylpropane-1,3-diamine hydrochloride), C(C)(C)N(CC)C(C)C (diisopropylethylamine), C(CC)C=1C(=NOC1C(=O)O)C1=NC=CC=C1 (4-propyl-3-(pyridin-2-yl)isoxazole-5-carboxylic acid), [Li] (lithium), ON=C(N)C1=CC=C(CN2CC(C2)C(=O)OC(C)(C)C)C=C1 (tert-butyl 1-(4-(N′-hydroxycarbamimidoyl)benzyl)azetidine-3-carboxylate). Run in C(C)#N (acetonitrile). The product is C(CC)C=1C(=NOC1C1=NC(=NO1)C1=CC=C(CN2CC(C2)C(=O)OC(C)(C)C)C=C1)C1=NC=CC=C1 (tert-butyl 1-(4-(5-(4-propyl-3-(pyridin-2-yl)isoxazol-5-yl)-1,2,4-oxadiazol-3-yl)benzyl)azetidine-3-carboxylate). Reaction SMILES: [CH2:1]([C:4]1[C:5]([C:12]2[CH:17]=[CH:16][CH:15]=[CH:14][N:13]=2)=[N:6][O:7][C:8]=1[C:9]([OH:11])=O)[CH2:2][CH3:3].[Li].O[N:20]=[C:21]([C:23]1[CH:40]=[CH:39][C:26]([CH2:27][N:28]2[CH2:31][CH:30]([C:32]([O:34][C:35]([CH3:38])([CH3:37])[CH3:36])=[O:33])[CH2:29]2)=[CH:25][CH:24]=1)[NH2:22].N1C=CC=CC=1C1C(C(F)(F)F)=C(C2ON=C(C3C=CC(CN4CC(C(O)=O)C4)=CC=3)N=2)ON=1.C1C=CC2N(O)N=NC=2C=1.Cl.C(N=C=NCCCN(C)C)C.C(N(C(C)C)CC)(C)C>C(#N)C>[CH2:1]([C:4]1[C:5]([C:12]2[CH:17]=[CH:16][CH:15]=[CH:14][N:13]=2)=[N:6][O:7][C:8]=1[C:9]1[O:11][N:22]=[C:21]([C:23]2[CH:24]=[CH:25][C:26]([CH2:27][N:28]3[CH2:29][CH:30]([C:32]([O:34][C:35]([CH3:36])([CH3:38])[CH3:37])=[O:33])[CH2:31]3)=[CH:39][CH:40]=2)[N:20]=1)[CH2:2][CH3:3] |f:5.6,^1:17|. Reported procedure: A mixture of 4-propyl-3-(pyridin-2-yl)isoxazole-5-carboxylic acid, lithium salt (13.5 mg, 0.058 mmol), tert-butyl 1-(4-(N′-hydroxycarbamimidoyl)benzyl)azetidine-3-carboxylate, Int. 1 (7.8 mg, 0.058 mmol), HOBt (16.02 mg, 0.105 mmol), N1-((ethylimino)methylene)-N3,N3-dimethylpropane-1,3-diamine hydrochloride (26.1 mg, 0.136 mmol), and diisopropylethylamine (0.041 mL, 0.233 mmol) in acetonitrile (1 mL) was stirred at 80° C. for 2 h. The reaction mixture was concentrated, and the residue was dilute... Procedure: 11.8 g of 5-methylthio-1,3,4-thiadiazole-2-carboxylic acid ethylester which is the compound obtained in Example 10, were mixed with 50 ml ethanol and 50 ml of a 25% aqueous ammonia solution whereupon the mixture was heated for 15 minutes on a steam bath. After cooling part of the reaction product precipitated. The precipitation was completed by adding ice water. The precipitate was then removed by suction and dried in a vacuum. Solvent: C(C)O (ethanol). Reaction SMILES: C([O:3][C:4]([C:6]1[S:7][C:8]([S:11][CH3:12])=[N:9][N:10]=1)=O)C.[NH3:13]>C(O)C>[CH3:12][S:11][C:8]1[S:7][C:6]([C:4]([NH2:13])=[O:3])=[N:10][N:9]=1. Reactants: C(C)OC(=O)C=1SC(=NN1)SC (5-methylthio-1,3,4-thiadiazole-2-carboxylic acid ethylester), N (ammonia), C(C)OC(=O)C=1SC(=NN1)SC (5-methylthio-1,3,4-thiadiazole-2-carboxylic acid ethylester). Yields the product CSC1=NN=C(S1)C(=O)N (5-methylthio-1,3,4-thiadiazole-2-carboxamide).